This data is from the Open Reaction Database (ORD), a public repository of structured organic reaction records. The task is: describe an organic reaction: reactants, conditions, products, and yield Starting materials: compound 105, ClC1=C(C=C(C(=C1)F)OC)N1N=NNC1=O (1-(2-chloro-4-fluoro-5-methoxyphenyl)-1,4-dihydro-5H-tetrazol-5-one), [H-].[Na+] (sodium hydride), ICC (iodoethane). Solvent: CS(=O)C (dimethylsulfoxide). The product is ClC1=C(C=C(C(=C1)F)OC)N1N=NN(C1=O)CC (1-(2-chloro-4-fluoro-5-methoxyphenyl)-1,4-dihydro-4-ethyl-5H-tetrazol-5-one). The yield is 85.6%. As a reaction SMILES: [Cl:1][C:2]1[CH:7]=[C:6]([F:8])[C:5]([O:9][CH3:10])=[CH:4][C:3]=1[N:11]1[C:15](=[O:16])[NH:14][N:13]=[N:12]1.[H-].[Na+].I[CH2:20][CH3:21]>CS(C)=O>[Cl:1][C:2]1[CH:7]=[C:6]([F:8])[C:5]([O:9][CH3:10])=[CH:4][C:3]=1[N:11]1[C:15](=[O:16])[N:14]([CH2:20][CH3:21])[N:13]=[N:12]1 |f:1.2|. Reported procedure: In the manner of Example 2, Step F, the reaction of 1.33 g (0.0054 mole) of 1-(2-chloro-4-fluoro-5-methoxyphenyl)-1,4-dihydro-5H-tetrazol-5-one with 0.26 g (0.0054 mole) of sodium hydride and 1.6 g (0.01 mole) of iodoethane in 60 mL of dimethylsulfoxide produced 1.26 g of 1-(2-chloro-4-fluoro-5-methoxyphenyl)-1,4-dihydro-4-ethyl-5H-tetrazol-5-one, compound 105, 79°-80° C. Compound 106 was prepared in a similar manner. Product: NC(=NO)c1c(Cl)n(C2OC(CO)C(O)C2O)c2cc(Cl)c(Cl)cc12. RXN SMILES: [CH3:34][OH:35].[Cl:1][c:2]1[n:3]([CH:15]2[CH:16]([OH:17])[CH:18]([OH:19])[CH:20]([CH2:22][OH:23])[O:21]2)[c:4]2[cH:5][c:6]([Cl:14])[c:7]([Cl:13])[cH:8][c:9]2[c:10]1[C:11]#[N:12].[ClH:29].[K+:33].[NH2:30][OH:31].[O:24]=[CH:25][N:26]([CH3:27])[CH3:28].[OH-:32].[OH2:36]>>[Cl:1][c:2]1[n:3]([CH:15]2[CH:16]([OH:17])[CH:18]([OH:19])[CH:20]([CH2:22][OH:23])[O:21]2)[c:4]2[cH:5][c:6]([Cl:14])[c:7]([Cl:13])[cH:8][c:9]2[c:10]1[C:11]([NH2:12])=[N:30][OH:31]. Starting materials: CO, N#Cc1c(Cl)n(C2OC(CO)C(O)C2O)c2cc(Cl)c(Cl)cc12, Cl, [K+], NO, CN(C)C=O, [OH-], O. Starting materials: N#CCC(N)=O, NC(=O)CC(N)=O, C[O-], CC(=O)Cc1ccncc1, CC(=O)OC(C)=O, CC(=O)O, CCOC(OCC)OCC, [Na+]. The product is CCOC=C(C(C)=O)c1ccncc1. RXN SMILES: [C:1]([CH2:2][C:3]([NH2:4])=[O:5])#[N:6].[C:7]([NH2:8])(=[O:9])[CH2:10][C:11]([NH2:12])=[O:13].[CH3:14][O-:15].[CH3:17][C:18](=[O:19])[CH2:20][c:21]1[cH:22][cH:23][n:24][cH:25][cH:26]1.[CH3:37][C:38]([O:39][C:40](=[O:41])[CH3:42])=[O:43].[CH3:44][C:45](=[O:46])[OH:47].[CH:27]([O:28][CH2:29][CH3:30])([O:31][CH2:32][CH3:33])[O:34][CH2:35][CH3:36].[Na+:16]>>[CH3:17][C:18](=[O:19])[C:20]([c:21]1[cH:22][cH:23][n:24][cH:25][cH:26]1)=[CH:27][O:28][CH2:29][CH3:30]. Reactants: C(C)(C)(C)OC(NCC1N(CCC1)C[C@@H](C1=C(C2=C(C(OC2)=O)C=C1)C)O)=O (tert-butyl({1-[(2R)-2-hydroxy-2-(4-methyl-1-oxo-1,3-dihydro-2-benzofuran-5-yl)ethyl]pyrrolidin-2-yl}methyl)carbamate), Cl (hydrochloric acid). Run in O1CCOCC1 (dioxane), O1CCOCC1 (dioxane). Product: Cl.NCC1N(CCC1)C[C@H](O)C1=C(C2=C(C(OC2)=O)C=C1)C (5-[(1R)-2-[2-(aminomethyl)pyrrolidin-1-yl]-1-hydroxyethyl}-4-methyl-2-benzofuran-1(3H)-one hydrochloride). RXN SMILES: C(OC(=O)[NH:7][CH2:8][CH:9]1[CH2:13][CH2:12][CH2:11][N:10]1[CH2:14][C@H:15]([OH:27])[C:16]1[CH:25]=[CH:24][C:19]2[C:20](=[O:23])[O:21][CH2:22][C:18]=2[C:17]=1[CH3:26])(C)(C)C.[ClH:29]>O1CCOCC1>[ClH:29].[NH2:7][CH2:8][CH:9]1[CH2:13][CH2:12][CH2:11][N:10]1[CH2:14][C@@H:15]([C:16]1[CH:25]=[CH:24][C:19]2[C:20](=[O:23])[O:21][CH2:22][C:18]=2[C:17]=1[CH3:26])[OH:27] |f:3.4|. Reported procedure: A suspension of the faster eluting diastereomer of tert-butyl({1-[(2R)-2-hydroxy-2-(4-methyl-1-oxo-1,3-dihydro-2-benzofuran-5-yl)ethyl]pyrrolidin-2-yl}methyl)carbamate (710 mg, 1.82 mmol) in dioxane (2.0 mL) was treated with a solution of hydrochloric acid in dioxane (4.0 M, 2.0 mL). After shaking sixteen hours, the solvents were removed in vacuo to provide 5-[(1R)-2-[2-(aminomethyl)pyrrolidin-1-yl]-1-hydroxyethyl}-4-methyl-2-benzofuran-1(3H)-one hydrochloride which was carried on without purifi... Starting materials: C=1C=CC(=CC1)C. The reagents and catalysts are O1B(OC(C)(C)C1(C)C)B2OC(C)(C)C(O2)(C)C, [Co+3]12(P(C(C)C)(C(C)C)CC3=N2C(=CC(=C3)C)CP1(C(C)C)C(C)C)[BH-]1OC(C(O1)(C)C)(C)C. Solvent: O1CCCC1. Conditions: temperature 80 celsius, time 43 hour. The product is O1B(OC(C)(C)C1(C)C)C2=CC=CC(=C2)C. Isolated yield 27.0%.